This data is from the Open Reaction Database (ORD), a public repository of structured organic reaction records. The task is: describe an organic reaction: reactants, conditions, products, and yield Reactants: OCC=1C=C2C(C(=CNC2=CC1)C#N)CC(C)C (6-hydroxymethyl-4-isobutyl-1,4-dihydro-quinoline-3-carbonitrile). The reagents and catalysts are [O-2].[O-2].[Mn+4] (manganese dioxide). Solvent: C(Cl)(Cl)Cl (chloroform). Yields the product C(=O)C=1C=C2C(=C(C=NC2=CC1)C#N)CC(C)C (6-formyl-4-isobutyl-quinoline-3-carbonitrile). The yield is 55.6%. RXN SMILES: [OH:1][CH2:2][C:3]1[CH:4]=[C:5]2[C:10](=[CH:11][CH:12]=1)[NH:9][CH:8]=[C:7]([C:13]#[N:14])[CH:6]2[CH2:15][CH:16]([CH3:18])[CH3:17]>C(Cl)(Cl)Cl.[O-2].[O-2].[Mn+4]>[CH:2]([C:3]1[CH:4]=[C:5]2[C:10](=[CH:11][CH:12]=1)[N:9]=[CH:8][C:7]([C:13]#[N:14])=[C:6]2[CH2:15][CH:16]([CH3:18])[CH3:17])=[O:1] |f:2.3.4|. Procedure details: To the solution of 6-hydroxymethyl-4-isobutyl-1,4-dihydro-quinoline-3-carbonitrile (200 mg, 0.83 mmol) in chloroform (6 mL) was added manganese dioxide (300 mg). The mixture was stirred at reflux for 10 h. After removal of the solid by filtration, the filtrate was concentrated in vacuo. Flash chromatography (Merck Silica gel 60, 70-230 mesh, 0%-30% ethyl acetate in hexanes in 30 min) afforded 6-formyl-4-isobutyl-quinoline-3-carbonitrile (110 mg, 56%) as a white solid. LC-MS m/e 239 (MH+). Starting materials: O=C(CCNC(=O)OCc1ccccc1)NCC1CCCNC1, CO, CCOC(C)=O, O=CC1CCCCC1, [Cl-], [Cl-], [Zn+2]. The product is O=C(CCNC(=O)OCc1ccccc1)NCC1CCCN(CC2CCCCC2)C1. RXN SMILES: [CH2:1]([c:2]1[cH:3][cH:4][cH:5][cH:6][cH:7]1)[O:8][C:9](=[O:10])[NH:11][CH2:12][CH2:13][C:14](=[O:15])[NH:16][CH2:17][CH:18]1[CH2:19][NH:20][CH2:21][CH2:22][CH2:23]1.[CH3:32][OH:33].[CH3:34][CH2:35][O:36][C:37](=[O:38])[CH3:39].[CH:24]1([CH:30]=[O:31])[CH2:25][CH2:26][CH2:27][CH2:28][CH2:29]1.[Cl-:40].[Cl-:42].[Zn+2:41]>>[CH2:1]([c:2]1[cH:3][cH:4][cH:5][cH:6][cH:7]1)[O:8][C:9](=[O:10])[NH:11][CH2:12][CH2:13][C:14](=[O:15])[NH:16][CH2:17][CH:18]1[CH2:19][N:20]([CH2:30][CH:24]2[CH2:25][CH2:26][CH2:27][CH2:28][CH2:29]2)[CH2:21][CH2:22][CH2:23]1. Starting materials: CC=1N=C(SC1C(=O)OCC)C1=CC(=C(C=C1)OC(C)C)[N+](=O)[O-] (ethyl 4-methyl-2-[3-nitro-4-(propan-2-yloxy)phenyl]-1,3-thiazole-5-carboxylate). Reagents/catalysts: [Pd] (palladium/carbon). Solvent: C(C)O (ethanol). Run at temperature 50 celsius, time 14 hour. The product is NC=1C=C(C=CC1OC(C)C)C=1SC(=C(N1)C)C(=O)OCC (ethyl 2-[3-amino-4-(propan-2-yloxy)phenyl]-4-methyl-1,3-thiazole-5-carboxylate). Isolated yield 99.8%. Reaction SMILES: [CH3:1][C:2]1[N:3]=[C:4]([C:12]2[CH:17]=[CH:16][C:15]([O:18][CH:19]([CH3:21])[CH3:20])=[C:14]([N+:22]([O-])=O)[CH:13]=2)[S:5][C:6]=1[C:7]([O:9][CH2:10][CH3:11])=[O:8]>C(O)C.[Pd]>[NH2:22][C:14]1[CH:13]=[C:12]([C:4]2[S:5][C:6]([C:7]([O:9][CH2:10][CH3:11])=[O:8])=[C:2]([CH3:1])[N:3]=2)[CH:17]=[CH:16][C:15]=1[O:18][CH:19]([CH3:21])[CH3:20]. Reported procedure: A reaction mixture solution prepared by suspending 1.38 g of ethyl 4-methyl-2-[3-nitro-4-(propan-2-yloxy)phenyl]-1,3-thiazole-5-carboxylate in 15 mL of ethanol and adding 100 mg of palladium/carbon (10 wt %) to the suspension was heated under stirring at 50° C. for 14 hours under a hydrogen atmosphere. The reaction mixture solution was celite-filtered and the filtrate was concentrated under reduced pressure to obtain 1.26 g of ethyl 2-[3-amino-4-(propan-2-yloxy)phenyl]-4-methyl-1,3-thiazole-5-ca... The reactants are C(C)(C)NC(C)C (diisopropyl amine), [Li]CCCC (BuLi), C(C)(C)(C)C1=CC(=C(C(=O)O)C=C1)C (4-tert-Butyl-2-methyl-benzoic acid), COC(OC)=O (dimethylcarbonate). The solvent is C1CCOC1 (THF), C1CCOC1 (THF). Run at temperature -78 celsius, time 10 minute. The product is C(C)(C)(C)C1=CC(=C(C(=O)O)C=C1)CC(=O)O (4-tert-Butyl-2-carboxymethyl-benzoic acid). Reaction SMILES: C(NC(C)C)(C)C.[Li]CCCC.[C:13]([C:17]1[CH:25]=[CH:24][C:20]([C:21]([OH:23])=[O:22])=[C:19]([CH3:26])[CH:18]=1)([CH3:16])([CH3:15])[CH3:14].C[O:28][C:29](=O)[O:30]C>C1COCC1>[C:13]([C:17]1[CH:25]=[CH:24][C:20]([C:21]([OH:23])=[O:22])=[C:19]([CH2:26][C:29]([OH:30])=[O:28])[CH:18]=1)([CH3:16])([CH3:15])[CH3:14]. Procedure details: To a magnetically stirred solution of diisopropyl amine (0.75 g, 7.4 mmol) in THF (5 mL) at −30° C. is added BuLi (3.4 mL, 2.5 M in hexanes, 8.5 mmol). The mixture is stirred for 10 minutes at this temperature and cooled to −78° C. A solution of 4-tert-Butyl-2-methyl-benzoic acid [J. Am. Chem. Soc. 1944, 66, 154] (250 mg, 1.3 mmol) and dimethylcarbonate (150 mg, 1.67 mmol) in THF (3 mL) is added dropwise at −78° C. The mixture is allowed to stir at this temperature for 2 hours before it is allow... The reagents and catalysts are C1=CC=C(C=C1)P([C-]2C=CC=C2)C3=CC=CC=C3.C1=CC=C(C=C1)P([C-]2C=CC=C2)C3=CC=CC=C3.Cl[Pd]Cl.[Fe+2].ClCCl (dichloro[1,1′-bis(diphenylphosphino)ferrocene]palladium dichloromethane). Run in O1CCOCC1.O (dioxane water). Reported procedure: In analogy to example 1, step 3, N-(4-bromo-thiophen-2-ylmethyl)-2-chloro-N-isobutyl-benzenesulfonamide (example 14, step 2) was reacted with 3-tert-butylsulfamoyl-benzeneboronic acid (CAS [221290-14-8]), Na2CO3 and dichloro[1,1′-bis(diphenylphosphino)ferrocene]palladium dichloromethane adduct in dioxane/water to give 2-chloro-N-isobutyl-N-[4-(3-tert-butylaminosulfonyl-phenyl)-thiophen-2-ylmethyl]-benzenesulfonamide as an off-white solid. MS: 553.6 ([M−H]−) RXN SMILES: Br[C:2]1[CH:3]=[C:4]([CH2:7][N:8]([CH2:19][CH:20]([CH3:22])[CH3:21])[S:9]([C:12]2[CH:17]=[CH:16][CH:15]=[CH:14][C:13]=2[Cl:18])(=[O:11])=[O:10])[S:5][CH:6]=1.[C:23]([NH:27][S:28]([C:31]1[CH:32]=[C:33](B(O)O)[CH:34]=[CH:35][CH:36]=1)(=[O:30])=[O:29])([CH3:26])([CH3:25])[CH3:24].C([O-])([O-])=O.[Na+].[Na+]>O1CCOCC1.O.C1C=CC(P(C2C=CC=CC=2)[C-]2C=CC=C2)=CC=1.C1C=CC(P(C2C=CC=CC=2)[C-]2C=CC=C2)=CC=1.Cl[Pd]Cl.[Fe+2].ClCCl>[Cl:18][C:13]1[CH:14]=[CH:15][CH:16]=[CH:17][C:12]=1[S:9]([N:8]([CH2:19][CH:20]([CH3:22])[CH3:21])[CH2:7][C:4]1[S:5][CH:6]=[C:2]([C:33]2[CH:34]=[CH:35][CH:36]=[C:31]([S:28]([NH:27][C:23]([CH3:26])([CH3:25])[CH3:24])(=[O:29])=[O:30])[CH:32]=2)[CH:3]=1)(=[O:11])=[O:10] |f:2.3.4,5.6,7.8.9.10.11|. Yields the product ClC1=C(C=CC=C1)S(=O)(=O)N(CC=1SC=C(C1)C1=CC(=CC=C1)S(=O)(=O)NC(C)(C)C)CC(C)C (2-chloro-N-isobutyl-N-[4-(3-tert-butylaminosulfonyl-phenyl)-thiophen-2-ylmethyl]-benzenesulfonamide). The reactants are BrC=1C=C(SC1)CN(S(=O)(=O)C1=C(C=CC=C1)Cl)CC(C)C (N-(4-bromo-thiophen-2-ylmethyl)-2-chloro-N-isobutyl-benzenesulfonamide), C(C)(C)(C)NS(=O)(=O)C=1C=C(C=CC1)B(O)O (3-tert-butylsulfamoyl-benzeneboronic acid), C(=O)([O-])[O-].[Na+].[Na+] (Na2CO3). Reactants: COc1ccc2c(C3CCNCC3)noc2c1, CC(=O)CC(C)C, O=c1[nH]c2ccccc2n1CCCCl, [I-], [K+], [Na+], [Na+], O=C([O-])[O-], O. Product: COc1ccc2c(C3CCN(CCCn4c(=O)[nH]c5ccccc54)CC3)noc2c1. RXN SMILES: [CH3:1][O:2][c:3]1[cH:4][c:5]2[c:6]([c:7]([CH:10]3[CH2:11][CH2:12][NH:13][CH2:14][CH2:15]3)[n:8][o:9]2)[cH:16][cH:17]1.[CH3:41][CH:42]([CH2:43][C:44](=[O:45])[CH3:46])[CH3:47].[Cl:18][CH2:19][CH2:20][CH2:21][n:22]1[c:23](=[O:31])[nH:24][c:25]2[c:26]1[cH:27][cH:28][cH:29][cH:30]2.[I-:39].[K+:38].[Na+:32].[Na+:33].[O-:34][C:35](=[O:36])[O-:37].[OH2:40]>>[CH3:1][O:2][c:3]1[cH:4][c:5]2[c:6]([c:7]([CH:10]3[CH2:11][CH2:12][N:13]([CH2:19][CH2:20][CH2:21][n:22]4[c:23](=[O:31])[nH:24][c:25]5[c:26]4[cH:27][cH:28][cH:29][cH:30]5)[CH2:14][CH2:15]3)[n:8][o:9]2)[cH:16][cH:17]1. The reactants are C(C)(C)(C)OC(=O)N1[C@@H](CCC1)COC1=C(C=CC(=C1)N)Cl ((S)-2-(5-Amino-2-chloro-phenoxymethyl)-pyrrolidine-1-carboxylic acid tert-butyl ester), CC(C)S(=O)(=O)C=1C=C(C=CC1)C1=CC=C2C=NC(=NN21)O (7-[3-(Propane-2-sulfonyl)-phenyl]-pyrrolo[2,1-f][1,2,4]triazin-2-ol). Product: ClC1=C(C=C(C=C1)NC1=NN2C(C=N1)=CC=C2C2=CC(=CC=C2)S(=O)(=O)C(C)C)OC[C@H]2NCCC2 ([4-Chloro-3-((S)-1-pyrrolidin-2-ylmethoxy)-phenyl]-{7-[3-(propane-2-sulfonyl)-phenyl]-pyrrolo[2,1-f][1,2,4]triazin-2-yl}-amine). RXN SMILES: C(OC([N:8]1[CH2:12][CH2:11][CH2:10][C@H:9]1[CH2:13][O:14][C:15]1[CH:20]=[C:19]([NH2:21])[CH:18]=[CH:17][C:16]=1[Cl:22])=O)(C)(C)C.[CH3:23][CH:24]([S:26]([C:29]1[CH:30]=[C:31]([C:35]2[N:43]3[C:38]([CH:39]=[N:40][C:41](O)=[N:42]3)=[CH:37][CH:36]=2)[CH:32]=[CH:33][CH:34]=1)(=[O:28])=[O:27])[CH3:25]>>[Cl:22][C:16]1[CH:17]=[CH:18][C:19]([NH:21][C:41]2[N:40]=[CH:39][C:38]3=[CH:37][CH:36]=[C:35]([C:31]4[CH:32]=[CH:33][CH:34]=[C:29]([S:26]([CH:24]([CH3:25])[CH3:23])(=[O:28])=[O:27])[CH:30]=4)[N:43]3[N:42]=2)=[CH:20][C:15]=1[O:14][CH2:13][C@@H:9]1[CH2:10][CH2:11][CH2:12][NH:8]1. Procedure details: This example was prepared by using (S)-2-(5-Amino-2-chloro-phenoxymethyl)-pyrrolidine-1-carboxylic acid tert-butyl ester (J. Med. Chem. 2007, 50, 4353) and 7-[3-(Propane-2-sulfonyl)-phenyl]-pyrrolo[2,1-f][1,2,4]triazin-2-ol as described in Example 1255c followed by deprotection as described in Example 1223. 1H-NMR (DMSO) δ 9.7 (s, 1H), 9.35 (brs, 1H), 9.0 (s, 1H), 8.9 (brs, 1H), 8.5 (s, 1H), 8.45 (d, J=7.5 Hz, 1H), 7.8 (m, 2H), 7.5 (d, J=8.7 Hz, 1H), 7.4 (m, 2H), 7.3 (d, J=4.8 Hz, 1H), 7 (d, J=4...